Dataset: the Open Reaction Database (ORD), a public repository of structured organic reaction records. Task: describe an organic reaction: reactants, conditions, products, and yield Starting materials: CC#N, COc1cc(C(C)=O)ccc1OCCCCl, c1ccc2c(C3CCNCC3)n[nH]c2c1, O. Yields the product COc1cc(C(C)=O)ccc1OCCCN1CCC(c2n[nH]c3ccccc23)CC1. Reaction SMILES: [CH3:32][C:33]#[N:34].[Cl:16][CH2:17][CH2:18][CH2:19][O:20][c:21]1[c:22]([O:30][CH3:31])[cH:23][c:24]([C:27]([CH3:28])=[O:29])[cH:25][cH:26]1.[NH:1]1[CH2:2][CH2:3][CH:4]([c:7]2[n:8][nH:9][c:10]3[cH:11][cH:12][cH:13][cH:14][c:15]23)[CH2:5][CH2:6]1.[OH2:35]>>[N:1]1([CH2:17][CH2:18][CH2:19][O:20][c:21]2[c:22]([O:30][CH3:31])[cH:23][c:24]([C:27]([CH3:28])=[O:29])[cH:25][cH:26]2)[CH2:2][CH2:3][CH:4]([c:7]2[n:8][nH:9][c:10]3[cH:11][cH:12][cH:13][cH:14][c:15]23)[CH2:5][CH2:6]1. The reactants are O=C1[C@@H](N(CO1)C(=O)OCC1C2=CC=CC=C2C=2C=CC=CC12)CC=1N=CSC1 ((S)-(9H-Fluoren-9-yl)methyl 5-oxo-4-(thiazol-4-ylmethyl)oxazolidine-3-carboxylate), FC(C(=O)O)(F)F (trifluoroacetic acid), C(C)[SiH](CC)CC (triethylsilane). The solvent is ClCCl (dichloromethane). Run at temperature 35 celsius, time 2 day. The product is C1=CC=CC=2C3=CC=CC=C3C(C12)COC(=O)N([C@H](C(=O)O)CC=1N=CSC1)C ((S)-2-((((9H-fluoren-9-yl)methoxy)carbonyl)(methyl)amino)-3-(thiazol-4-yl)propanoic acid). Yield: 87.1%. As a reaction SMILES: [O:1]=[C:2]1[O:6][CH2:5][N:4]([C:7]([O:9][CH2:10][CH:11]2[C:23]3[CH:22]=[CH:21][CH:20]=[CH:19][C:18]=3[C:17]3[C:12]2=[CH:13][CH:14]=[CH:15][CH:16]=3)=[O:8])[C@H:3]1[CH2:24][C:25]1[N:26]=[CH:27][S:28][CH:29]=1.FC(F)(F)C(O)=O.C([SiH](CC)CC)C>ClCCl>[CH:13]1[C:12]2[CH:11]([CH2:10][O:9][C:7]([N:4]([CH3:5])[C@@H:3]([CH2:24][C:25]3[N:26]=[CH:27][S:28][CH:29]=3)[C:2]([OH:6])=[O:1])=[O:8])[C:23]3[C:18](=[CH:19][CH:20]=[CH:21][CH:22]=3)[C:17]=2[CH:16]=[CH:15][CH:14]=1. Procedure: (S)-(9H-Fluoren-9-yl)methyl 5-oxo-4-(thiazol-4-ylmethyl)oxazolidine-3-carboxylate (Compound SP817) (40.0 g, 98.4 mmol), trifluoroacetic acid (245 ml, 3.18 mol) and triethylsilane (160 ml, 1.00 mol) were dissolved in dichloromethane (1 l) under a nitrogen atmosphere, and the mixture was stirred at 35° C. for two days. The reaction solution was concentrated under reduced pressure and then dissolved in diethyl ether, and the organic layer was washed with an aqueous sodium bicarbonate solution. The ...